From a dataset of the Open Reaction Database (ORD), a public repository of structured organic reaction records. describe an organic reaction: reactants, conditions, products, and yield Starting materials: O=C(O)CC1CCCC1, CNC1CN(C(=O)C2CCN(C(=O)C3(C)CC3)CC2)CC1c1ccc(Cl)c(Cl)c1. The product is CN(C(=O)CC1CCCC1)C1CN(C(=O)C2CCN(C(=O)C3(C)CC3)CC2)CC1c1ccc(Cl)c(Cl)c1. As a reaction SMILES: [CH:30]1([CH2:35][C:36](=[O:37])[OH:38])[CH2:31][CH2:32][CH2:33][CH2:34]1.[Cl:1][c:2]1[cH:3][c:4]([CH:9]2[CH2:10][N:11]([C:16](=[O:17])[CH:18]3[CH2:19][CH2:20][N:21]([C:24](=[O:25])[C:26]4([CH3:29])[CH2:27][CH2:28]4)[CH2:22][CH2:23]3)[CH2:12][CH:13]2[NH:14][CH3:15])[cH:5][cH:6][c:7]1[Cl:8]>>[Cl:1][c:2]1[cH:3][c:4]([CH:9]2[CH2:10][N:11]([C:16](=[O:17])[CH:18]3[CH2:19][CH2:20][N:21]([C:24](=[O:25])[C:26]4([CH3:29])[CH2:27][CH2:28]4)[CH2:22][CH2:23]3)[CH2:12][CH:13]2[N:14]([CH3:15])[C:36]([CH2:35][CH:30]2[CH2:31][CH2:32][CH2:33][CH2:34]2)=[O:38])[cH:5][cH:6][c:7]1[Cl:8]. Starting materials: Brc1cc[nH]c1, ClCCN1CCCC1, [H-], [Na+], CN(C)C=O, O. Yields the product Brc1ccn(CCN2CCCC2)c1. Reaction SMILES: [Br:1][c:2]1[cH:3][nH:4][cH:5][cH:6]1.[Cl:9][CH2:10][CH2:11][N:12]1[CH2:13][CH2:14][CH2:15][CH2:16]1.[H-:8].[Na+:7].[O:18]=[CH:19][N:20]([CH3:21])[CH3:22].[OH2:17]>>[Br:1][c:2]1[cH:3][n:4]([CH2:10][CH2:11][N:12]2[CH2:13][CH2:14][CH2:15][CH2:16]2)[cH:5][cH:6]1. Starting materials: CC(=O)N1CCC(C(=O)O)CC1, CN(C(=O)c1cc(C(F)(F)F)cc(C(F)(F)F)c1)C1CCNCC1c1ccccc1, Cl. Yields the product CC(=O)N1CCC(C(=O)N2CCC(N(C)C(=O)c3cc(C(F)(F)F)cc(C(F)(F)F)c3)C(c3ccccc3)C2)CC1. RXN SMILES: [C:32]([CH3:33])(=[O:34])[N:35]1[CH2:36][CH2:37][CH:38]([C:41](=[O:42])[OH:43])[CH2:39][CH2:40]1.[CH3:2][N:3]([C:4]([c:5]1[cH:6][c:7]([C:15]([F:16])([F:17])[F:18])[cH:8][c:9]([C:11]([F:12])([F:13])[F:14])[cH:10]1)=[O:19])[CH:20]1[CH:21]([c:26]2[cH:27][cH:28][cH:29][cH:30][cH:31]2)[CH2:22][NH:23][CH2:24][CH2:25]1.[ClH:1]>>[CH3:2][N:3]([C:4]([c:5]1[cH:6][c:7]([C:15]([F:16])([F:17])[F:18])[cH:8][c:9]([C:11]([F:12])([F:13])[F:14])[cH:10]1)=[O:19])[CH:20]1[CH:21]([c:26]2[cH:27][cH:28][cH:29][cH:30][cH:31]2)[CH2:22][N:23]([C:41]([CH:38]2[CH2:37][CH2:36][N:35]([C:32]([CH3:33])=[O:34])[CH2:40][CH2:39]2)=[O:42])[CH2:24][CH2:25]1. Reactants: COC(CN(CC(=O)OC)C1=CC(=CC(=C1)OCCCCCCCCCCCCCCCCCC)O)=O (N-[3-hydroxy-5-(octadecyloxy)phenyl]-N-(2-methoxy-2-oxoethyl)glycine methyl ester), BrCCCBr (1,3-dibromopropane), C([O-])([O-])=O.[K+].[K+] (potassium carbonate). Run in CC(=O)C (acetone), CN(C)C=O (DMF). The product is COC(CN(CC(=O)OC)C1=CC(=CC(=C1)OCCCCCCCCCCCCCCCCCC)OCCCBr)=O (N-[3-(3-bromopropoxy)-5-(octadecyloxy)phenyl]-N-(2-methoxy-2-oxoethyl) glycine methyl ester). The yield is 71.0%. RXN SMILES: [CH3:1][O:2][C:3](=[O:37])[CH2:4][N:5]([C:11]1[CH:16]=[C:15]([O:17][CH2:18][CH2:19][CH2:20][CH2:21][CH2:22][CH2:23][CH2:24][CH2:25][CH2:26][CH2:27][CH2:28][CH2:29][CH2:30][CH2:31][CH2:32][CH2:33][CH2:34][CH3:35])[CH:14]=[C:13]([OH:36])[CH:12]=1)[CH2:6][C:7]([O:9][CH3:10])=[O:8].[Br:38][CH2:39][CH2:40][CH2:41]Br.C(=O)([O-])[O-].[K+].[K+]>CC(C)=O.CN(C=O)C>[CH3:1][O:2][C:3](=[O:37])[CH2:4][N:5]([C:11]1[CH:16]=[C:15]([O:17][CH2:18][CH2:19][CH2:20][CH2:21][CH2:22][CH2:23][CH2:24][CH2:25][CH2:26][CH2:27][CH2:28][CH2:29][CH2:30][CH2:31][CH2:32][CH2:33][CH2:34][CH3:35])[CH:14]=[C:13]([O:36][CH2:41][CH2:40][CH2:39][Br:38])[CH:12]=1)[CH2:6][C:7]([O:9][CH3:10])=[O:8] |f:2.3.4|. Procedure details: A mixture of 4.0 g (7.67 mmol) of N-[3-hydroxy-5-(octadecyloxy)phenyl]-N-(2-methoxy-2-oxoethyl)glycine methyl ester, 7.8 ml (76.6 mmol) of 1,3-dibromopropane and 5.3 g (38.3 mmol) of potassium carbonate in 75 ml of acetone and 15 ml of DMF was stirred at reflux under argon for 41 hours. The reaction mixture was filtered through a Celite pad and the filtrate was concentrated to a solid which was purified by HPLC using 5% ethyl acetate-toluene to give 3.5 g (72% yield, mp 67°-69°) of N-[3-(3-bromo... Reactants: C1(CC1)C(O)C1=CC=C(C=C1)F (α-cyclopropyl-4-fluorobenzenemethanol), Cl (HCl). Run in C(Cl)(Cl)Cl (CHCl3). Product: ClCC/C=C/C1=CC=C(C=C1)F ((E)-1-(4-Chloro-1-butenyl)-4-fluorobenzene). Reaction SMILES: [CH:1]1([CH:4]([C:6]2[CH:11]=[CH:10][C:9]([F:12])=[CH:8][CH:7]=2)O)[CH2:3][CH2:2]1.[ClH:13]>C(Cl)(Cl)Cl>[Cl:13][CH2:3][CH2:2]/[CH:1]=[CH:4]/[C:6]1[CH:11]=[CH:10][C:9]([F:12])=[CH:8][CH:7]=1. Reported procedure: Dissolve 12.8 g (0.077 mole) of α-cyclopropyl-4-fluorobenzenemethanol in 60 ml of CHCl3, add 20 ml of concentrated HCl and reflux overnight. Separate the two layers, and extract the aqueous layer with methylene chloride. Combine the methylene chloride extracts with the chloroform layer and wash with saturated aqueous sodium bicarbonate, and dry over magnesium sulfate. Evaporate the organic solvents to yield the title compound.